From a dataset of the Open Reaction Database (ORD), a public repository of structured organic reaction records. describe an organic reaction: reactants, conditions, products, and yield Starting materials: ClC1=CC2=C(SC=C2CN2C(N(CC2)C=2SC(=C(N2)C)C(=O)O)=O)C=C1 (2-(3-((5-chlorobenzo[b]thiophen-3-yl)methyl)-2-oxoimidazolidin-1-yl)-4-methylthiazole-5-carboxylic acid), C1(=NC=CC2=CC=CC=C12)CN1C(N(CC1)C=1SC(=C(N1)C)C(=O)O)=O (2-(3-(isoquinolin-1-ylmethyl)-2-oxoimidazolidin-1-yl)-4-methylthiazole-5-carboxylic acid), NCC=1C=NC=CC1 (3-(aminomethyl)-pyridine). Yields the product C1(=NC=CC2=CC=CC=C12)CN1C(N(CC1)C=1SC(=C(N1)C)C(=O)NCC=1C=NC=CC1)=O (2-(3-(isoquinolin-1-ylmethyl)-2-oxoimidazolidin-1-yl)-4-methyl-N-(pyridin-3-ylmethyl)thiazole-5-carboxamide). Isolated yield 43.0%. RXN SMILES: ClC1C=CC2SC=C(CN3CCN(C4SC(C(O)=O)=C(C)N=4)C3=O)C=2C=1.[C:27]1([CH2:37][N:38]2[CH2:42][CH2:41][N:40]([C:43]3[S:44][C:45]([C:49]([OH:51])=O)=[C:46]([CH3:48])[N:47]=3)[C:39]2=[O:52])[C:36]2[C:31](=[CH:32][CH:33]=[CH:34][CH:35]=2)[CH:30]=[CH:29][N:28]=1.[NH2:53][CH2:54][C:55]1[CH:56]=[N:57][CH:58]=[CH:59][CH:60]=1>>[C:27]1([CH2:37][N:38]2[CH2:42][CH2:41][N:40]([C:43]3[S:44][C:45]([C:49]([NH:53][CH2:54][C:55]4[CH:56]=[N:57][CH:58]=[CH:59][CH:60]=4)=[O:51])=[C:46]([CH3:48])[N:47]=3)[C:39]2=[O:52])[C:36]2[C:31](=[CH:32][CH:33]=[CH:34][CH:35]=2)[CH:30]=[CH:29][N:28]=1. Reported procedure: Following the procedure as described in Example 32, making variations as required to replace 2-(3-((5-chlorobenzo[b]thiophen-3-yl)methyl)-2-oxoimidazolidin-1-yl)-4-methylthiazole-5-carboxylic acid with 2-(3-(isoquinolin-1-ylmethyl)-2-oxoimidazolidin-1-yl)-4-methylthiazole-5-carboxylic acid to react with 3-(aminomethyl)-pyridine, the title compound was obtained as a colorless solid in 43% yield: mp 151-153° C. (dichloromethane/hexanes); 1H NMR (300 MHz, CDCl3) δ 8.59 (s, 1H), 8.53 (d, J=3.0 Hz, 1...